describe an organic reaction: reactants, conditions, products, and yield From a dataset of the Open Reaction Database (ORD), a public repository of structured organic reaction records. The reactants are [H][H] (hydrogen), CN1CCC(CC1)CCCN(C(=N)NC(=O)OCC1=CC=CC=C1)C(=O)OCC1=CC=CC=C1 (N-[3-(1-methyl-piperidin-4-yl)-propyl]-N,N′-di-cbz-guanidine). The reagents and catalysts are [Pd] (Pd on Carbon). Solvent: C(C)O (ethanol). Conditions: temperature 50 celsius. Yields the product CN1CCC(CC1)CCCNC(=N)N (N-[3-(1-methyl-piperidin-4-yl)-propyl]-guanidine). Reaction SMILES: [CH3:1][N:2]1[CH2:7][CH2:6][CH:5]([CH2:8][CH2:9][CH2:10][N:11](C(OCC2C=CC=CC=2)=O)[C:12]([NH:14]C(OCC2C=CC=CC=2)=O)=[NH:13])[CH2:4][CH2:3]1.[H][H]>[Pd].C(O)C>[CH3:1][N:2]1[CH2:3][CH2:4][CH:5]([CH2:8][CH2:9][CH2:10][NH:11][C:12]([NH2:14])=[NH:13])[CH2:6][CH2:7]1. Reported procedure: To a 1-L round bottom flask were added N-[3-(1-methyl-piperidin-4-yl)-propyl]-N,N′-di-cbz-guanidine (140.6 g, 0.301 moles) and ethanol (500 mL, 200 proof). The flask was equipped with a heating mantle and warmed to 50° C. Once a yellow homogeneous solution was obtained, the heating mantle was exchanged for an ice bath and the mixture cooled to an internal temperature of 10° C. The resultant cold mixture was transferred to a 2.25 liter Parr bottle equipped with a thermocouple probe, and 10% Pd on...